This data is from the Open Reaction Database (ORD), a public repository of structured organic reaction records. The task is: describe an organic reaction: reactants, conditions, products, and yield The yield is 85.4%. Reaction SMILES: [CH3:1][C:2]1[CH:7]=[CH:6][C:5]([N+:8]([O-:10])=[O:9])=[CH:4][C:3]=1[NH:11][C:12]1[N:17]=[C:16]([C:18]2[CH:19]=[N:20][CH:21]=[CH:22][CH:23]=2)[C:15]([C:24]([O:26]CC)=[O:25])=[CH:14][N:13]=1.C(=O)([O-])[O-].[Na+:33].[Na+]>C(O)C.O>[CH3:1][C:2]1[CH:7]=[CH:6][C:5]([N+:8]([O-:10])=[O:9])=[CH:4][C:3]=1[NH:11][C:12]1[N:17]=[C:16]([C:18]2[CH:19]=[N:20][CH:21]=[CH:22][CH:23]=2)[C:15]([C:24]([O-:26])=[O:25])=[CH:14][N:13]=1.[Na+:33] |f:1.2.3,6.7|. Starting materials: CC1=C(C=C(C=C1)[N+](=O)[O-])NC1=NC=C(C(=N1)C=1C=NC=CC1)C(=O)OCC (ethyl 2-[(2-methyl-5-nitrophenyl)amino]-4-(3-pyridinyl)pyrimidine-5-carboxylate), C([O-])([O-])=O.[Na+].[Na+] (sodium carbonate). Product: CC1=C(C=C(C=C1)[N+](=O)[O-])NC1=NC=C(C(=N1)C=1C=NC=CC1)C(=O)[O-].[Na+] (Sodium 2-[(2-methyl-5-nitrophenyl)amino]-4-(3-pyridinyl)pyrimidine-5-carboxylate). The solvent is O (water), O (water), C(C)O (ethanol), C(C)O (ethanol). Procedure: 1.0 g ethyl 2-[(2-methyl-5-nitrophenyl)amino]-4-(3-pyridinyl)pyrimidine-5-carboxylate and 0.8 g sodium carbonate in 20 mL ethanol and 4 mL water is suspended. The mixture is refluxed for 4 hours by distillating the ethanol and compensating with water the volume loss. The mixture is cooled at room temperature, and the precipitate is filtrated, yielding 0.84 g of product.